From a dataset of the Open Reaction Database (ORD), a public repository of structured organic reaction records. describe an organic reaction: reactants, conditions, products, and yield The reactants are [OH-].[Na+] (sodium hydroxide), ClC1=CC=C2C(=CNC2=C1)C(C(F)(F)F)=O (1-(6-chloro-1H-indol-3-yl)-2,2,2-trifluoro-ethanone), C([O-])([O-])=O.[K+].[K+] (potassium carbonate), BrCC1CC1 ((bromomethyl)-cyclopropane). Run in CN(C=O)C (N,N-dimethylformamide). Run at temperature 60 celsius, time 16 hour. The product is ClC1=CC=C2C(=CN(C2=C1)CC1CC1)C(=O)O (6-chloro-1-cyclopropylmethyl-1H-indole-3-carboxylic acid). Yield: 95.0%. Reaction SMILES: [Cl:1][C:2]1[CH:10]=[C:9]2[C:5]([C:6]([C:11](=[O:16])C(F)(F)F)=[CH:7][NH:8]2)=[CH:4][CH:3]=1.C(=O)([O-])[O-].[K+].[K+].Br[CH2:24][CH:25]1[CH2:27][CH2:26]1.[OH-:28].[Na+]>CN(C)C=O>[Cl:1][C:2]1[CH:10]=[C:9]2[C:5]([C:6]([C:11]([OH:16])=[O:28])=[CH:7][N:8]2[CH2:24][CH:25]2[CH2:27][CH2:26]2)=[CH:4][CH:3]=1 |f:1.2.3,5.6|. Reported procedure: A mixture of 1-(6-chloro-1H-indol-3-yl)-2,2,2-trifluoro-ethanone (300 mg, 1.21 mmol), potassium carbonate (419 mg, 3.03 mmol), and (bromomethyl)-cyclopropane (0.18 mL, 1.82 mmol) in N,N-dimethylformamide (4 mL) in a sealed reaction vessel was stirred at 60° C. for 16 h. At this time, the reaction was cooled to 25° C. and partitioned between water (30 mL) and ethyl acetate (30 mL). This mixture was treated with a 1N aqueous hydrochloric acid solution (5 mL), shaken, and separated. The organic lay...